From a dataset of the Open Reaction Database (ORD), a public repository of structured organic reaction records. describe an organic reaction: reactants, conditions, products, and yield The reactants are C(C)(=O)[O-].[NH4+] (ammonium acetate), C(O)([O-])=O.[Na+] (sodium hydrogen carbonate), CC1(C2=C(C(C=3C4=CC=C(C=C4NC13)C#N)=O)C=C(C(=C2)OC2CCN(CC2)C)[N+](=O)[O-])C (6,6-Dimethyl-8-(1-methyl-piperidin-4-yl oxy)-9-nitro-11-oxo-6,11-dihydro-5H-benzo[b]carbazole-3-carbonitrile), CC1(C2=C(C(C=3C4=CC=C(C=C4NC13)C#N)=O)C=C(C(=C2)OC2CCN(CC2)C)[N+](=O)[O-])C (6,6-Dimethyl-8-(1-methyl-piperidin-4-yl oxy)-9-nitro-11-oxo-6,11-dihydro-5H-benzo[b]carbazole-3-carbonitrile). Reagents/catalysts: [Cl-].[Ti+3].[Cl-].[Cl-] (titanium (III) chloride). Solvent: C(C)O (ethanol). Reaction conditions: time 45 minute. Product: NC1=CC2=C(C(C=3NC4=CC(=CC=C4C3C2=O)C#N)(C)C)C=C1OC1CCN(CC1)C (9-Amino-6,6-dimethyl-8-(1-methyl-piperidin-4-yl oxy)-11-oxo-6,11-dihydro-5H-benzo[b]carbazole-3-carbonitrile). Yield: 76.2%. Reaction SMILES: [CH3:1][C:2]1([CH3:33])[C:14]2[NH:13][C:12]3[C:7](=[CH:8][CH:9]=[C:10]([C:15]#[N:16])[CH:11]=3)[C:6]=2[C:5](=[O:17])[C:4]2[CH:18]=[C:19]([N+:30]([O-])=O)[C:20]([O:22][CH:23]3[CH2:28][CH2:27][N:26]([CH3:29])[CH2:25][CH2:24]3)=[CH:21][C:3]1=2.C([O-])(=O)C.[NH4+].C(=O)([O-])O.[Na+]>C(O)C.[Cl-].[Ti+3].[Cl-].[Cl-]>[NH2:30][C:19]1[C:20]([O:22][CH:23]2[CH2:28][CH2:27][N:26]([CH3:29])[CH2:25][CH2:24]2)=[CH:21][C:3]2[C:2]([CH3:33])([CH3:1])[C:14]3[NH:13][C:12]4[C:7]([C:6]=3[C:5](=[O:17])[C:4]=2[CH:18]=1)=[CH:8][CH:9]=[C:10]([C:15]#[N:16])[CH:11]=4 |f:1.2,3.4,6.7.8.9|. Procedure details: 6,6-Dimethyl-8-(1-methyl-piperidin-4-yl oxy)-9-nitro-11-oxo-6,11-dihydro-5H-benzo[b]carbazole-3-carbonitrile (Compound D1, 83 mg, 0.19 mmol) was dissolved in ethanol, added with aqueous solution of ammonium acetate and aqueous solution of titanium (III) chloride, and then the mixture was stirred at room temperature for 45 min. The reaction solution was added to saturated aqueous solution of sodium hydrogen carbonate and then extracted with ethyl acetate. The organic layer was washed with brine a... The reactants are [BH4-], CO, COC(=O)Cc1ccccc1Oc1ccc(C=O)cc1C, [Na+]. The product is COC(=O)Cc1ccccc1Oc1ccc(CO)cc1C. As a reaction SMILES: [BH4-:22].[CH3:24][OH:25].[CH:1](=[O:2])[c:3]1[cH:4][c:5]([CH3:21])[c:6]([O:7][c:8]2[c:9]([CH2:14][C:15](=[O:16])[O:17][CH3:18])[cH:10][cH:11][cH:12][cH:13]2)[cH:19][cH:20]1.[Na+:23]>>[CH2:1]([OH:2])[c:3]1[cH:4][c:5]([CH3:21])[c:6]([O:7][c:8]2[c:9]([CH2:14][C:15](=[O:16])[O:17][CH3:18])[cH:10][cH:11][cH:12][cH:13]2)[cH:19][cH:20]1. Reactants: CO, CC1CN(c2ccc(F)cc2C(F)(F)F)CCN1S(=O)(=O)c1cccc(C2=CCN(C(=O)OC(C)(C)C)CC2)c1. Yields the product CC1CN(c2ccc(F)cc2C(F)(F)F)CCN1S(=O)(=O)c1cccc(C2CCN(C(=O)OC(C)(C)C)CC2)c1. Reaction SMILES: [CH3:41][OH:42].[F:1][c:2]1[cH:3][c:4]([C:37]([F:38])([F:39])[F:40])[c:5]([N:8]2[CH2:9][CH:10]([CH3:36])[N:11]([S:14](=[O:15])(=[O:16])[c:17]3[cH:18][c:19]([C:23]4=[CH:24][CH2:25][N:26]([C:29](=[O:30])[O:31][C:32]([CH3:33])([CH3:34])[CH3:35])[CH2:27][CH2:28]4)[cH:20][cH:21][cH:22]3)[CH2:12][CH2:13]2)[cH:6][cH:7]1>>[F:1][c:2]1[cH:3][c:4]([C:37]([F:38])([F:39])[F:40])[c:5]([N:8]2[CH2:9][CH:10]([CH3:36])[N:11]([S:14](=[O:15])(=[O:16])[c:17]3[cH:18][c:19]([CH:23]4[CH2:24][CH2:25][N:26]([C:29](=[O:30])[O:31][C:32]([CH3:33])([CH3:34])[CH3:35])[CH2:27][CH2:28]4)[cH:20][cH:21][cH:22]3)[CH2:12][CH2:13]2)[cH:6][cH:7]1. Reactants: C(C1=CC=CC=C1)N1C(C(C(C1)N)C)=O ((-)-1-benzyl-4-amino-methyl-pyrrolidin-2-one), C(C)=O (acetaldehyde), Cl (hydrochloric acid). Reagents/catalysts: [Pd] (palladium-on-charcoal). The solvent is O (water). Product: C(C1=CC=CC=C1)N1C(CC(C1)CN(CC)CC)=O ((-)-1-Benzyl-4-diethylaminomethyl-pyrrolidin-2-one). As a reaction SMILES: [CH2:1]([N:8]1[CH2:12][CH:11](N)[CH:10](C)[C:9]1=[O:15])[C:2]1[CH:7]=[CH:6][CH:5]=[CH:4][CH:3]=1.[CH:16](=O)[CH3:17].Cl>[Pd].O>[CH2:1]([N:8]1[CH2:12][CH:11]([CH2:9][N:8]([CH2:16][CH3:17])[CH2:1][CH3:2])[CH2:10][C:9]1=[O:15])[C:2]1[CH:3]=[CH:4][CH:5]=[CH:6][CH:7]=1. Procedure: A mixture of 11.5 g (0.056 mol) of (-)-1-benzyl-4-amino-methyl-pyrrolidin-2-one, 130 ml of water, 13 g of acetaldehyde, 5.8 ml of concentrated hydrochloric acid and 6.5 g of 20% palladium-on-charcoal was hydrogenated for 51/4 hours at 5 bar and at 25° C. The reaction mixture was filtered, the filtrate was evaporated, the residue was taken up in 30 ml of water, and the solution was extracted with methylene chloride. The aqueous hydrochloric acid solution was made alkaline and then extracted with ... Starting materials: Cl (HCl), C[Si](C)(C)[N-][Si](C)(C)C.[Li+] (lithium bis(trimethylsilyl)amide), FC(C=1C(=NC=CC1)N1N=CC(=C1)C(C)=O)(F)F (1-[1-(3-trifluoromethyl-pyridin-2-yl)-1H-pyrazol-4-yl]-ethanone), FC(C(=O)OCC)(F)F (ethyl trifluoroacetate). Solvent: C1CCOC1 (THF). Run at temperature -20 celsius, time 3 hour. Yields the product FC(C(CC(=O)C=1C=NN(C1)C1=NC=CC=C1C(F)(F)F)=O)(F)F (4,4,4-trifluoro-1-[1-(3-trifluoromethyl-pyridin-2-yl)-1H-pyrazol-4-yl]-butane-1,3-dione). Yield: 201.4%. RXN SMILES: C[Si]([N-][Si](C)(C)C)(C)C.[Li+].[F:11][C:12]([F:28])([F:27])[C:13]1[C:14]([N:19]2[CH:23]=[C:22]([C:24](=[O:26])[CH3:25])[CH:21]=[N:20]2)=[N:15][CH:16]=[CH:17][CH:18]=1.[F:29][C:30]([F:37])([F:36])[C:31](OCC)=[O:32].Cl>C1COCC1>[F:29][C:30]([F:37])([F:36])[C:31](=[O:32])[CH2:25][C:24]([C:22]1[CH:21]=[N:20][N:19]([C:14]2[C:13]([C:12]([F:11])([F:27])[F:28])=[CH:18][CH:17]=[CH:16][N:15]=2)[CH:23]=1)=[O:26] |f:0.1|. Reported procedure: Alternatively, lithium bis(trimethylsilyl)amide (1.0M solution in THF, 1.1 mL, 1.1 mmol) was slowly added to a solution of 1-[1-(3-trifluoromethyl-pyridin-2-yl)-1H-pyrazol-4-yl]-ethanone (240 mg, 0.94 mmol) in 2 mL anhydrous THF at −78° C. under nitrogen. The mixture was then allowed to warm to −20° C. and kept at −20° C. to −5° C. for 3 hrs. After this period of time the mixture was cooled to −78° C. and to it was added ethyl trifluoroacetate (200 mg, 0.41 mmol). The mixture was next allowed to... Reactants: CC1=NC=C(C=C1[N+](=O)[O-])C(F)(F)F (2-Methyl-3-nitro-5-(trifluoromethyl)pyridine). The reagents and catalysts are [Pd] (Pd/C). Solvent: CCO (EtOH). Reaction conditions: time 18 hour. Yields the product CC1=NC=C(C=C1N)C(F)(F)F (2-methyl-5-(trifluoromethyl)pyridin-3-amine). Isolated yield 39.1%. Reaction SMILES: [CH3:1][C:2]1[C:7]([N+:8]([O-])=O)=[CH:6][C:5]([C:11]([F:14])([F:13])[F:12])=[CH:4][N:3]=1>CCO.[Pd]>[CH3:1][C:2]1[C:7]([NH2:8])=[CH:6][C:5]([C:11]([F:13])([F:12])[F:14])=[CH:4][N:3]=1. Procedure: 2-Methyl-3-nitro-5-(trifluoromethyl)pyridine (51 mg, 0.247 mmol) and 10% Pd/C, (50% wet, 10 mg, 4.70 μmol) in EtOH (10 mL) were combined in a Parr hydrogenation flask. The reaction mixture was purged of air under vacuum and pressurized with hydrogen (33 psi). The flask was shaken for 18 h. An additional portion of 10% Pd/C, (50% wet, 20 mg, 9.40 μmol) was added and the mixture was hydrogenated (40 psi) overnight. The reaction mixture was filtered through Celite® and the filter cake was washed wi...